Task: describe an organic reaction: reactants, conditions, products, and yield. Dataset: the Open Reaction Database (ORD), a public repository of structured organic reaction records Run in CCOC(=O)C (EtOAc). Yields the product Cl.CC1=NC(=C2C(N1)=CC(=N2)C2=CC=CC=C2)C2=NNC=N2 (2-Methyl-6-phenyl-4-[1,2,4-triazolyl]pyrrolo[3,2-d]pyrimidine Hydrochloride). Procedure: To an oven-dried, 50-mL, round-bottomed flask was added 4-chloro-2-methyl-6-phenylpyrrolo[3,2-d]pyrimidine (Example 1(e)) (350 mg, 1.44 mmol) followed by 1,2,4-triazole (Aldrich Chemical Company) (200 mg, 2.88 mmol) and solid Na2CO3 (610 mg, 5.76 mmol). The flask was purged with N2 and heated to 190-200° C. for 4 h. The reaction was allowed to cool to room temperature and the residue was dissolved in MeOH (25 mL). The remaining salts were filter off and the organic layer evaporated under reduced... Yield: 45.0%. Run at temperature 195 celsius, time 1 hour. Reactants: base, ClC1=C2C(NC(=N1)C)=CC(=N2)C2=CC=CC=C2 (4-chloro-2-methyl-6-phenylpyrrolo[3,2-d]pyrimidine), Cl (HCl), N1N=CN=C1 (1,2,4-triazole), C(=O)([O-])[O-].[Na+].[Na+] (Na2CO3). Reaction SMILES: [Cl:1][C:2]1[N:7]=[C:6]([CH3:8])[NH:5][C:4]2=[CH:9][C:10]([C:12]3[CH:17]=[CH:16][CH:15]=[CH:14][CH:13]=3)=[N:11][C:3]=12.[NH:18]1[CH:22]=[N:21][CH:20]=[N:19]1.C([O-])([O-])=O.[Na+].[Na+].Cl>CCOC(C)=O>[ClH:1].[CH3:8][C:6]1[NH:5][C:4]2=[CH:9][C:10]([C:12]3[CH:17]=[CH:16][CH:15]=[CH:14][CH:13]=3)=[N:11][C:3]2=[C:2]([C:22]2[N:21]=[CH:20][NH:19][N:18]=2)[N:7]=1 |f:2.3.4,7.8|. Reactants: C1COCCN1, COc1cc(N2CCN(C(=O)CCl)CC2)ccc1Cl. Product: COc1cc(N2CCN(C(=O)CN3CCOCC3)CC2)ccc1Cl. As a reaction SMILES: [CH2:20]1[CH2:21][O:22][CH2:23][CH2:24][NH:25]1.[Cl:1][CH2:2][C:3](=[O:4])[N:5]1[CH2:6][CH2:7][N:8]([c:11]2[cH:12][c:13]([O:18][CH3:19])[c:14]([Cl:17])[cH:15][cH:16]2)[CH2:9][CH2:10]1>>[CH2:2]([C:3](=[O:4])[N:5]1[CH2:6][CH2:7][N:8]([c:11]2[cH:12][c:13]([O:18][CH3:19])[c:14]([Cl:17])[cH:15][cH:16]2)[CH2:9][CH2:10]1)[N:25]1[CH2:20][CH2:21][O:22][CH2:23][CH2:24]1.